This data is from the Open Reaction Database (ORD), a public repository of structured organic reaction records. The task is: describe an organic reaction: reactants, conditions, products, and yield Reactants: COc1ccc(NCCCOc2ccc3ccccc3c2)cc1, CI, CCCCCC, CC(C)=O, c1ccccc1. Yields the product COc1ccc(N(C)CCCOc2ccc3ccccc3c2)cc1. As a reaction SMILES: [CH3:1][O:2][c:3]1[cH:4][cH:5][c:6]([NH:9][CH2:10][CH2:11][CH2:12][O:13][c:14]2[cH:15][c:16]3[cH:17][cH:18][cH:19][cH:20][c:21]3[cH:22][cH:23]2)[cH:7][cH:8]1.[CH3:24][I:25].[CH3:26][CH2:27][CH2:28][CH2:29][CH2:30][CH3:31].[CH3:38][C:39](=[O:40])[CH3:41].[cH:32]1[cH:33][cH:34][cH:35][cH:36][cH:37]1>>[CH3:1][O:2][c:3]1[cH:4][cH:5][c:6]([N:9]([CH2:10][CH2:11][CH2:12][O:13][c:14]2[cH:15][c:16]3[cH:17][cH:18][cH:19][cH:20][c:21]3[cH:22][cH:23]2)[CH3:26])[cH:7][cH:8]1. Reactants: CCOCC, Fc1ccc(CC2CCNCC2)cc1, O=C(O)C(=O)Nc1ccc2[nH]c(=O)sc2c1. Yields the product O=C(Nc1ccc2[nH]c(=O)sc2c1)C(=O)N1CCC(Cc2ccc(F)cc2)CC1. Reaction SMILES: [CH2:31]([O:32][CH2:33][CH3:34])[CH3:35].[F:17][c:18]1[cH:19][cH:20][c:21]([CH2:22][CH:23]2[CH2:24][CH2:25][NH:26][CH2:27][CH2:28]2)[cH:29][cH:30]1.[O:1]=[c:2]1[s:3][c:4]2[c:5]([nH:6]1)[cH:7][cH:8][c:9]([NH:11][C:12]([C:13](=[O:14])[OH:15])=[O:16])[cH:10]2>>[O:1]=[c:2]1[s:3][c:4]2[c:5]([nH:6]1)[cH:7][cH:8][c:9]([NH:11][C:12]([C:13](=[O:15])[N:26]1[CH2:25][CH2:24][CH:23]([CH2:22][c:21]3[cH:20][cH:19][c:18]([F:17])[cH:30][cH:29]3)[CH2:28][CH2:27]1)=[O:16])[cH:10]2. The reactants are COC(CC1=CC(=CC=C1)NC(=O)C=1OC(=CC1)Br)=O ({3-[(5-Bromo-furan-2-carbonyl)-amino]-phenyl}-acetic acid methyl ester), C(C)(C)C1=CC=C(C=C1)B(O)O (4-isopropyl-phenylboronic acid). Yields the product COC(CC1=CC(=CC=C1)NC(=O)C=1OC(=CC1)C1=CC=C(C=C1)C(C)C)=O ((3-{[5-(4-Isopropyl-phenyl)-furan-2-carbonyl]-amino}-phenyl)-acetic acid methyl ester). RXN SMILES: [CH3:1][O:2][C:3](=[O:20])[CH2:4][C:5]1[CH:10]=[CH:9][CH:8]=[C:7]([NH:11][C:12]([C:14]2[O:15][C:16](Br)=[CH:17][CH:18]=2)=[O:13])[CH:6]=1.[CH:21]([C:24]1[CH:29]=[CH:28][C:27](B(O)O)=[CH:26][CH:25]=1)([CH3:23])[CH3:22]>>[CH3:1][O:2][C:3](=[O:20])[CH2:4][C:5]1[CH:10]=[CH:9][CH:8]=[C:7]([NH:11][C:12]([C:14]2[O:15][C:16]([C:27]3[CH:28]=[CH:29][C:24]([CH:21]([CH3:23])[CH3:22])=[CH:25][CH:26]=3)=[CH:17][CH:18]=2)=[O:13])[CH:6]=1. Procedure details: Methyl ester (16) (100 mg, 0.30 mmol) was coupled to 4-isopropyl-phenylboronic acid (53 mg, 0.33 mmol) using Method E. The crude compound was purified by column chromatography, eluting in 17% EtOAc in heptane to give the title compound. The reactants are BrC1=NC=CC(=N1)CBr (2-bromo-4-(bromomethyl)pyrimidine), ClC1=NC=NC(=C1)C (4-chloro-6-methylpyrimidine). The product is BrCC1=NC=NC(=C1)Cl (4-(Bromomethyl)-6-chloropyrimidine). RXN SMILES: Br[C:2]1[N:7]=[C:6]([CH2:8][Br:9])[CH:5]=[CH:4][N:3]=1.[Cl:10]C1C=C(C)N=CN=1>>[Br:9][CH2:8][C:6]1[CH:5]=[C:4]([Cl:10])[N:3]=[CH:2][N:7]=1. Procedure: Prepared according to the same procedure as 2-bromo-4-(bromomethyl)pyrimidine, starting with 4-chloro-6-methylpyrimidine. 1H NMR (500 MHz, DMSO-d6) δ 9.07 (s, 1H), 7.91 (d, J=0.9 Hz, 1H), 4.66 (s, 2H), Mass spec.: 208.9 (MH)+. Starting materials: C(=O)(O)C1=C(C=C(C=C1)C1N(CCC1)C(=O)OC(C)(C)C)F (tert-butyl 2-(4-carboxy-3-fluorophenyl)pyrrolidine-1-carboxylate), C1=CN(C=N1)C(=O)N2C=CN=C2 (CDI), Cl.Cl.NC1=C(C(=O)N)C=CC=C1N (2,3-diaminobenzamide dihydrochloride). Run in N1=CC=CC=C1 (pyridine), CN(C)C=O (DMF). Conditions: temperature 45 celsius, time 2 hour. Yields the product C(N)(=O)C1=CC=CC=2NC(=NC21)C2=C(C=C(C=C2)C2N(CCC2)C(=O)OC(C)(C)C)F (tert-butyl 2-(4-(4-carbamoyl-1H-benzimidazol-2-yl)-3-fluorophenyl)pyrrolidine-1-carboxylate). Reaction SMILES: [C:1]([C:4]1[CH:9]=[CH:8][C:7]([CH:10]2[CH2:14][CH2:13][CH2:12][N:11]2[C:15]([O:17][C:18]([CH3:21])([CH3:20])[CH3:19])=[O:16])=[CH:6][C:5]=1[F:22])(O)=O.C1N=CN(C(N2C=NC=C2)=O)C=1.Cl.Cl.[NH2:37][C:38]1[C:46]([NH2:47])=[CH:45][CH:44]=[CH:43][C:39]=1[C:40]([NH2:42])=[O:41]>N1C=CC=CC=1.CN(C=O)C>[C:40]([C:39]1[C:38]2[N:37]=[C:1]([C:4]3[CH:9]=[CH:8][C:7]([CH:10]4[CH2:14][CH2:13][CH2:12][N:11]4[C:15]([O:17][C:18]([CH3:21])([CH3:20])[CH3:19])=[O:16])=[CH:6][C:5]=3[F:22])[NH:47][C:46]=2[CH:45]=[CH:44][CH:43]=1)(=[O:41])[NH2:42] |f:2.3.4|. Procedure: To a solution of EXAMPLE 50D (1.48 g) in pyridine (5 mL) and DMF (5 mL) was added CDI (0.856 g). The solution was stirred at 45° C. for 2 hours, treated with 2,3-diaminobenzamide dihydrochloride (1.08 g), stirred at ambient temperature for 18 hours and concentrated. The concentrate was dissolved in acetic acid (30 mL), and this solution was heated at 80° C. for 3 hours and concentrated. The concentrate was dissolved in ethyl acetate, washed with sodium bicarbonate solution and brine and concentr...